Dataset: the Open Reaction Database (ORD), a public repository of structured organic reaction records. Task: describe an organic reaction: reactants, conditions, products, and yield Reactants: CCN=C=NCCCN(C)C, CCOCC(=O)O, CN1CCOCC1, Cl, O, On1nnc2ccccc21, O=C(c1ccc(C=Cc2n[nH]c3ccccc23)cc1)N1CCNCC1. The product is CCOCC(=O)N1CCN(C(=O)c2ccc(C=Cc3n[nH]c4ccccc34)cc2)CC1. Reaction SMILES: [CH2:34]([N:35]=[C:36]=[N:37][CH2:38][CH2:39][CH2:40][N:41]([CH3:42])[CH3:43])[CH3:44].[CH2:56]([CH3:57])[O:58][CH2:59][C:60](=[O:61])[OH:62].[CH3:26][N:27]1[CH2:28][CH2:29][O:30][CH2:31][CH2:32]1.[ClH:33].[OH2:45].[OH:46][n:47]1[c:48]2[cH:49][cH:50][cH:51][cH:52][c:53]2[n:54][n:55]1.[nH:1]1[n:2][c:3]([CH:10]=[CH:11][c:12]2[cH:13][cH:14][c:15]([C:16](=[O:17])[N:18]3[CH2:19][CH2:20][NH:21][CH2:22][CH2:23]3)[cH:24][cH:25]2)[c:4]2[cH:5][cH:6][cH:7][cH:8][c:9]12>>[nH:1]1[n:2][c:3]([CH:10]=[CH:11][c:12]2[cH:13][cH:14][c:15]([C:16](=[O:17])[N:18]3[CH2:19][CH2:20][N:21]([C:60]([CH2:59][O:58][CH2:56][CH3:57])=[O:61])[CH2:22][CH2:23]3)[cH:24][cH:25]2)[c:4]2[cH:5][cH:6][cH:7][cH:8][c:9]12. The reactants are O=C([O-])[O-], CC(C)=O, O=C(Cl)CCCCl, [K+], [K+], Cc1cc(C)c2c(c1O)C(N)C1CCCCC21, O. Product: Cc1cc(C)c2c(c1O)C(N1CCCC1=O)C1CCCCC21. As a reaction SMILES: [C:18](=[O:19])([O-:20])[O-:21].[CH3:24][C:25](=[O:26])[CH3:27].[Cl:28][CH2:29][CH2:30][CH2:31][C:32](=[O:33])[Cl:34].[K+:22].[K+:23].[NH2:1][CH:2]1[c:3]2[c:4]([OH:17])[c:5]([CH3:16])[cH:6][c:7]([CH3:15])[c:8]2[CH:9]2[CH2:10][CH2:11][CH2:12][CH2:13][CH:14]12.[OH2:35]>>[N:1]1([CH:2]2[c:3]3[c:4]([OH:17])[c:5]([CH3:16])[cH:6][c:7]([CH3:15])[c:8]3[CH:9]3[CH2:10][CH2:11][CH2:12][CH2:13][CH:14]23)[CH2:29][CH2:30][CH2:31][C:32]1=[O:33]. The reactants are BrC=1C=CC(=C(C1)NC1(C(NC2=CC(=CC=C12)Cl)=O)CC1=CC(=CC=C1)Cl)CO (3-(5-Bromo-2-hydroxymethyl-phenylamino)-6-chloro-3-(3-chloro-benzyl)-1,3-dihydro-indol-2-one), C(=O)([O-])[O-].[K+].[K+] (K2CO3), N1(CCNCC1)C(C)=O (1-piperazin-1-yl-ethanone), O=S(Cl)Cl (SOCl2). Run in C(Cl)Cl (CH2Cl2). The product is C(C)(=O)N1CCN(CC1)CC1=C(C=C(C=C1)Br)NC1(C(NC2=CC(=CC=C12)Cl)=O)CC1=CC(=CC=C1)Cl (rac-3-[2-(4-Acetyl-piperazin-1-ylmethyl)-5-bromo-phenylamino]-6-chloro-3-(3-chloro-benzyl)-1,3-dihydro-indol-2-one). Isolated yield 8.5%. RXN SMILES: [Br:1][C:2]1[CH:3]=[CH:4][C:5]([CH2:28]O)=[C:6]([NH:8][C:9]2([CH2:20][C:21]3[CH:26]=[CH:25][CH:24]=[C:23]([Cl:27])[CH:22]=3)[C:17]3[C:12](=[CH:13][C:14]([Cl:18])=[CH:15][CH:16]=3)[NH:11][C:10]2=[O:19])[CH:7]=1.O=S(Cl)Cl.C([O-])([O-])=O.[K+].[K+].[N:40]1([C:46](=[O:48])[CH3:47])[CH2:45][CH2:44][NH:43][CH2:42][CH2:41]1>C(Cl)Cl>[C:46]([N:40]1[CH2:45][CH2:44][N:43]([CH2:28][C:5]2[CH:4]=[CH:3][C:2]([Br:1])=[CH:7][C:6]=2[NH:8][C:9]2([CH2:20][C:21]3[CH:26]=[CH:25][CH:24]=[C:23]([Cl:27])[CH:22]=3)[C:17]3[C:12](=[CH:13][C:14]([Cl:18])=[CH:15][CH:16]=3)[NH:11][C:10]2=[O:19])[CH2:42][CH2:41]1)(=[O:48])[CH3:47] |f:2.3.4|. Reported procedure: At room temperature, 3-(5-Bromo-2-hydroxymethyl-phenylamino)-6-chloro-3-(3-chloro-benzyl)-1,3-dihydro-indol-2-one (100 mg, 0.137 mmol) was dissolved in 2 ml dried CH2Cl2. Then SOCl2 (49 mg, 0.333 mmol) was added slowly. After stirred for about half an hour, K2CO3 (84 mg, 0.612 mmol) and 1-piperazin-1-yl-ethanone (32 mg, 0.245 mmol) were added. This solution was stirred for about 2 h, then the solution was concentrated and the crude product was purified by Prep-HPLC to obtain 7 mg white solid rac... The reactants are Cl (hydrochloric acid), C(C1=CC=CC=C1)(=O)CCC(=O)O (3-benzoylpropionic acid), C([O-])([O-])=O.[K+].[K+] (potassium carbonate), C=O (formaldehyde). Solvent: O (water). Conditions: time 5 day. The product is C(C1=CC=CC=C1)(=O)C1CC(OC1)=O (4-benzoyl-dihydro-furan-2-one). Yield: 84.1%. As a reaction SMILES: [C:1]([CH2:9][CH2:10][C:11]([OH:13])=[O:12])(=[O:8])[C:2]1[CH:7]=[CH:6][CH:5]=[CH:4][CH:3]=1.[C:14](=O)([O-])[O-].[K+].[K+].C=O.Cl>O>[C:1]([CH:9]1[CH2:14][O:12][C:11](=[O:13])[CH2:10]1)(=[O:8])[C:2]1[CH:7]=[CH:6][CH:5]=[CH:4][CH:3]=1 |f:1.2.3|. Procedure details: A mixture of 3-benzoylpropionic acid (18 g, 101 mmol), potassium carbonate (10 g, 75 mmol), water (45 mL) and formaldehyde (36% in water, 7.8 mL, 101 mmol) is stirred at room temperature for 5 days, warmed to 30° C. and stirred for 3 additional days. To this mixture is added concentrated hydrochloric acid (10 mL) to pH 5.0, heated at 50° C. for 30 min. and cooled to room temperature. The mixture is extracted with chloroform (4×200 mL) and the combined organic extracts washed with sodium carbonat... The reactants are Cn1cc(Br)nc(Br)c1=O, CC(C)O, Nc1ccc(N2CCOCC2)cc1. Product: Cn1cc(Br)nc(Nc2ccc(N3CCOCC3)cc2)c1=O. As a reaction SMILES: [Br:1][c:2]1[c:3](=[O:10])[n:4]([CH3:9])[cH:5][c:6]([Br:8])[n:7]1.[CH:24]([OH:25])([CH3:26])[CH3:27].[O:11]1[CH2:12][CH2:13][N:14]([c:17]2[cH:18][cH:19][c:20]([NH2:23])[cH:21][cH:22]2)[CH2:15][CH2:16]1>>[c:2]1([NH:23][c:20]2[cH:19][cH:18][c:17]([N:14]3[CH2:13][CH2:12][O:11][CH2:16][CH2:15]3)[cH:22][cH:21]2)[c:3](=[O:10])[n:4]([CH3:9])[cH:5][c:6]([Br:8])[n:7]1. Run at temperature 0 celsius, time 3 hour. Run in C(C)#N (acetonitrile), C(C)N(CC)CC (triethylamine). Product: ClC1=NC=C(C(=C1)C(CC(=O)OCC)=O)Cl (Ethyl 3-(2,5-dichloropyridin-4-yl)-3-oxopropionoate), oil. Reactants: C(CC(=O)[O-])(=O)OCC.[K+] (potassium ethyl malonate), [Cl-].[Mg+2].[Cl-] (magnesium chloride), ClC1=NC=C(C(=C1)C(=O)O)Cl (2,5-dichloropyridine-4-carboxylic acid), O=S(Cl)Cl (SOCl2). Procedure details: A mixture of 2,5-dichloropyridine-4-carboxylic acid (2 g) and SOCl2 (10 ml) and 1 drop of DMF were heated under reflux for 2 h, and all SOCl2 and DMF removed under reduced pressure to give the crude acid chloride as the remaining residue. Separately, a suspension of potassium ethyl malonate (5 g) in acetonitrile (100 ml) was cooled to 0° C., magnesium chloride (4 g) and triethylamine (4 ml) were added, the ice bath removed and the reaction stirred at RT for 3 h. A solution of the crude acid chlo... Reagents/catalysts: CN(C)C=O (DMF). RXN SMILES: [Cl:1][C:2]1[CH:7]=[C:6]([C:8]([OH:10])=O)[C:5]([Cl:11])=[CH:4][N:3]=1.O=S(Cl)Cl.[C:16]([O:22][CH2:23][CH3:24])(=[O:21])[CH2:17]C([O-])=O.[K+].[Cl-].[Mg+2].[Cl-]>CN(C=O)C.C(#N)C.C(N(CC)CC)C>[Cl:1][C:2]1[CH:7]=[C:6]([C:8](=[O:10])[CH2:17][C:16]([O:22][CH2:23][CH3:24])=[O:21])[C:5]([Cl:11])=[CH:4][N:3]=1 |f:2.3,4.5.6|. The reactants are N1(N=NC=C1)CC=1N=C(OC1)C1=CC=C(C=C1)O (4-(4-[1,2,3]triazol-1-ylmethyl-oxazol-2-yl)-phenol), C([O-])([O-])=O.[Cs+].[Cs+] (cesium carbonate), ClCC=1N=C(SC1)C=CC1=CC=C(C=C1)C(F)(F)F (4-chloromethyl-2-[2-(4-trifluoromethyl-phenyl)-vinyl]-thiazole), [I-].[K+] (potassium iodide). Solvent: CC(CC)=O (butanone). Reaction conditions: temperature 60 celsius, time 30 minute. Product: FC(C1=CC=C(C=C1)/C=C/C=1SC=C(N1)COC1=CC=C(C=C1)C=1OC=C(N1)CN1N=NC=C1)(F)F (1-[2-(4-{2-[(E)-2-(4-trifluoromethyl-phenyl)-vinyl]-thiazol-4-ylmethoxy}-phenyl)-oxazol-4-ylmethyl]-1H-[1,2,3]triazole). The yield is 67.1%. RXN SMILES: [N:1]1([CH2:6][C:7]2[N:8]=[C:9]([C:12]3[CH:17]=[CH:16][C:15]([OH:18])=[CH:14][CH:13]=3)[O:10][CH:11]=2)[CH:5]=[CH:4][N:3]=[N:2]1.C(=O)([O-])[O-].[Cs+].[Cs+].Cl[CH2:26][C:27]1[N:28]=[C:29]([CH:32]=[CH:33][C:34]2[CH:39]=[CH:38][C:37]([C:40]([F:43])([F:42])[F:41])=[CH:36][CH:35]=2)[S:30][CH:31]=1.[I-].[K+]>CC(=O)CC>[F:43][C:40]([F:41])([F:42])[C:37]1[CH:38]=[CH:39][C:34](/[CH:33]=[CH:32]/[C:29]2[S:30][CH:31]=[C:27]([CH2:26][O:18][C:15]3[CH:16]=[CH:17][C:12]([C:9]4[O:10][CH:11]=[C:7]([CH2:6][N:1]5[CH:5]=[CH:4][N:3]=[N:2]5)[N:8]=4)=[CH:13][CH:14]=3)[N:28]=2)=[CH:35][CH:36]=1 |f:1.2.3,5.6|. Procedure details: A mixture of 0.1212 g (0.50 mmol) 4-(4-[1,2,3]triazol-1-ylmethyl-oxazol-2-yl)-phenol and 0.10 g (0.30 mmol) cesium carbonate in 10 ml butanone was stirred at 60° C. for 30 min, then 0.152 g (0.50 mmol) 4-chloromethyl-2-[2-(4-trifluoromethyl-phenyl)-vinyl]-thiazole and 0.083 g (0.50 mmol) potassium iodide were added and stirring at 60° C. continued over night. After evaporation, 15 ml water was added and the mixture extracted with two portions of 15 ml ethyl acetate. The combined organic layers w...